This data is from the Open Reaction Database (ORD), a public repository of structured organic reaction records. The task is: describe an organic reaction: reactants, conditions, products, and yield The reactants are [Cl-] (chloride), C(C)OC(CC(C(C=C)(C)C)=O)=O (4,4-dimethyl-3-oxo-hex-5-enoic acid ethyl ester). The solvent is C(Cl)(Cl)Cl (chloroform), C(Cl)(Cl)Cl (chloroform). Conditions: time 30 minute. Product: C(C)OC(C(C(C(C=C)(C)C)=O)Cl)=O (2-chloro-4,4-dimethyl-3-oxo-hex-5-enoic acid ethyl ester). The yield is 92.6%. Reaction SMILES: [Cl-:1].[CH2:2]([O:4][C:5](=[O:14])[CH2:6][C:7](=[O:13])[C:8]([CH3:12])([CH3:11])[CH:9]=[CH2:10])[CH3:3]>C(Cl)(Cl)Cl>[CH2:2]([O:4][C:5](=[O:14])[CH:6]([Cl:1])[C:7](=[O:13])[C:8]([CH3:12])([CH3:11])[CH:9]=[CH2:10])[CH3:3]. Procedure details: Sulftiryl chloride (0.84 ml, 10.4 mmol) was added to a cooled (0°) solution of 4,4-dimethyl-3-oxo-hex-5-enoic acid ethyl ester (1.83 g, 9.93 mmol) in chloroform (7 ml). The resulting mixture was allowed to warm to room temperature and stir for 30 min, after which it was heated under reflux for 2 h. After cooling to room temperature the reaction mixture was diluted with chloroform, then was washed with sodium bicarbonate, water then brine. The organic phase was dried and evaporated to afford, as ...